This data is from the Open Reaction Database (ORD), a public repository of structured organic reaction records. The task is: describe an organic reaction: reactants, conditions, products, and yield Starting materials: C1CCC2=NCCCN2CC1 (DBU), Mo(CO)6, NC=1N=C(C2=C(N1)N(C(C(=C2)Br)=O)[C@@H]2CC[C@H](CC2)O)C (2-amino-6-bromo-8-(trans-4-hydroxycyclohexyl)-4-methylpyrido[2,3-d]pyrimidin-7(8H)-one), CN(C)C=O (DMF), C(CCC)O (butanol). Reagents/catalysts: CC1=CC=CC=C1P(C2=CC=CC=C2C)C3=CC=CC=C3[CH2-].CC1=CC=CC=C1P(C2=CC=CC=C2C)C3=CC=CC=C3[CH2-].CC(=O)O.CC(=O)O.[Pd].[Pd] (Herrmann's palladacycle), [B-](F)(F)(F)F.CC(C)(C)[PH+](C(C)(C)C)C(C)(C)C ([(t-Bu)3PH]BF4). Solvent: O (water). Conditions: temperature 120 celsius. The product is NC=1N=C(C2=C(N1)N(C(C(=C2)C(=O)OCCCC)=O)[C@@H]2CC[C@H](CC2)O)C (butyl 2-amino-8-(trans-4-hydroxycyclohexyl)-4-methyl-7-oxo-7,8-dihydropyrido[2,3-d]pyrimidine-6-carboxylate). RXN SMILES: [NH2:1][C:2]1[N:3]=[C:4]([CH3:21])[C:5]2[CH:11]=[C:10](Br)[C:9](=[O:13])[N:8]([C@H:14]3[CH2:19][CH2:18][C@H:17]([OH:20])[CH2:16][CH2:15]3)[C:6]=2[N:7]=1.CN([CH:25]=[O:26])C.[CH2:27]([OH:31])[CH2:28][CH2:29][CH3:30].C1CCN2C(=NCCC2)CC1>CC1C(P(C2C([CH2-])=CC=CC=2)C2C(C)=CC=CC=2)=CC=CC=1.CC1C(P(C2C([CH2-])=CC=CC=2)C2C(C)=CC=CC=2)=CC=CC=1.CC(O)=O.CC(O)=O.[Pd].[Pd].[B-](F)(F)(F)F.CC([PH+](C(C)(C)C)C(C)(C)C)(C)C.O>[NH2:1][C:2]1[N:3]=[C:4]([CH3:21])[C:5]2[CH:11]=[C:10]([C:25]([O:31][CH2:27][CH2:28][CH2:29][CH3:30])=[O:26])[C:9](=[O:13])[N:8]([C@H:14]3[CH2:19][CH2:18][C@H:17]([OH:20])[CH2:16][CH2:15]3)[C:6]=2[N:7]=1 |f:4.5.6.7.8.9,10.11|. Procedure: A microwave vial was charged with Mo(CO)6 (264 mg, 1.0 mmol), Herrmann's palladacycle (23 mg, 0.025 mmol), [(t-Bu)3PH]BF4 (15 mg, 0.050 mmol), 2-amino-6-bromo-8-(trans-4-hydroxycyclohexyl)-4-methylpyrido[2,3-d]pyrimidin-7(8H)-one (353 mg, 1.0 mmol), DMF (5 mL) and butanol (5 mL). DBU (412 ml, 3.0 mmol) was added, followed by rapid sealing of the vial under air. The vial was then heated to 120° C. by microwave irradiation for 30 minutes. After cooling, the reaction mixture was slurried with water...